Dataset: the Open Reaction Database (ORD), a public repository of structured organic reaction records. Task: describe an organic reaction: reactants, conditions, products, and yield Reactants: O (water), N1C=NC=C1 (imidazole), C(C)(C)(C)[Si](C)(C)Cl (tert-butylchlorodimethylsilane), ClC1=C(C(=CC=C1)CO)CO (3-chloro-1,2-benzenedimethanol). Solvent: O1CCCC1 (tetrahydrofuran), C(C)(=O)OCC (ethyl acetate), CCCCCC (hexane). Run at time 1 hour. The product is [Si](C)(C)(C(C)(C)C)OCC1=C(CO)C(=CC=C1)Cl (2-[(tert-Butyldimethylsilyl)oxymethyl]-6-chlorobenzyl alcohol). Isolated yield 73.5%. As a reaction SMILES: [Cl:1][C:2]1[CH:7]=[CH:6][CH:5]=[C:4]([CH2:8][OH:9])[C:3]=1[CH2:10][OH:11].N1C=CN=C1.[C:17]([Si:21](Cl)([CH3:23])[CH3:22])([CH3:20])([CH3:19])[CH3:18].O>O1CCCC1.CCCCCC.C(OCC)(=O)C>[Si:21]([O:9][CH2:8][C:4]1[CH:5]=[CH:6][CH:7]=[C:2]([Cl:1])[C:3]=1[CH2:10][OH:11])([C:17]([CH3:20])([CH3:19])[CH3:18])([CH3:23])[CH3:22]. Reported procedure: A solution of 3-chloro-1,2-benzenedimethanol (described in J. Chem. Soc., p. 5050 (1952); 3.02 g, 17.5 mmol) in tetrahydrofuran (40 ml) was cooled to 0° C., and then imidazole (1.19 g, 17.5 mmol) and tert-butylchlorodimethylsilane (2.64 g, 17.5 mmol) were added thereto. The mixture was stirred at room temperature for 1 hour, then water was added thereto, and the product was extracted with ethyl acetate. The organic layer was washed with a saturated aqueous solution of sodium chloride, and the so... Reactants: C(C)(=O)OC(CC1=CC=CC=C1)C (2-Acetoxy-1-phenylpropane), [Cl-].[Al+3].[Cl-].[Cl-] (aluminium chloride), C(C)(=O)Cl (acetyl chloride), C(C)(=O)Cl (acetyl chloride), ice. Run in ClC(C)Cl (dichloroethane). Run at time 72 hour. Yields the product C(C)(=O)OC(CC1=CC=C(C=C1)C(C)=O)C (2-Acetoxy-1-(4-acetylphenyl)propane). Reaction SMILES: [C:1]([O:4][CH:5]([CH3:13])[CH2:6][C:7]1[CH:12]=[CH:11][CH:10]=[CH:9][CH:8]=1)(=[O:3])[CH3:2].[Cl-].[Al+3].[Cl-].[Cl-].[C:18](Cl)(=[O:20])[CH3:19]>ClC(Cl)C>[C:1]([O:4][CH:5]([CH3:13])[CH2:6][C:7]1[CH:12]=[CH:11][C:10]([C:18](=[O:20])[CH3:19])=[CH:9][CH:8]=1)(=[O:3])[CH3:2] |f:1.2.3.4|. Reported procedure: 2-Acetoxy-1-phenylpropane (5.2 g) in acetyl chloride (20 ml) was added dropwise to a stirred solution of aluminium chloride (16.0 g) and acetyl chloride (4.2 ml) in dichloroethane (150 ml). The mixture was stirred at ambient temperature for 72 hours, poured on to ice (500 g) and the organic phase was separated. The organic phase and washings were washed with sodium bicarbonate solution, dried (MgSO4) and evaporated to an oil. Chromatography of the oil on alumina, eluting with ether/petrol gave t...